Dataset: the Open Reaction Database (ORD), a public repository of structured organic reaction records. Task: describe an organic reaction: reactants, conditions, products, and yield The reactants are S(=O)(Cl)Cl (thionyl chloride), CN(C=O)C (dimethylformamide), C(C1=CC=CC=C1)SC=1C=C(C=O)C=CC1C(=O)O (3-benzylmercapto-4-carboxy benzaldehyde). The solvent is C(Cl)Cl (methylene chloride). Product: C(C1=CC=CC=C1)SC=1C=C(C=O)C=CC1C(=O)Cl (3-benzylmercapto-4-chlorocarbonyl benzaldehyde). As a reaction SMILES: [CH2:1]([S:8][C:9]1[CH:10]=[C:11]([CH:14]=[CH:15][C:16]=1[C:17]([OH:19])=O)[CH:12]=[O:13])[C:2]1[CH:7]=[CH:6][CH:5]=[CH:4][CH:3]=1.S(Cl)([Cl:22])=O.CN(C)C=O>C(Cl)Cl>[CH2:1]([S:8][C:9]1[CH:10]=[C:11]([CH:14]=[CH:15][C:16]=1[C:17]([Cl:22])=[O:19])[CH:12]=[O:13])[C:2]1[CH:7]=[CH:6][CH:5]=[CH:4][CH:3]=1. Procedure details: To a solution containing 23.2 g of 3-benzylmercapto-4-carboxy benzaldehyde in 250 ml of methylene chloride is added 15 ml of thionyl chloride and 0.5 ml of dimethylformamide. The reaction mixture is refluxed for 6-7 hours, then evaporated to dryness. Crystallization from 100 ml of ether yielded 27.0 g of 3-benzylmercapto-4-chlorocarbonyl benzaldehyde (a). Starting materials: CC1(C)CCN(c2cccc(Br)c2)C1, [Li]C(C)(C)C, C1CCOC1, CC(C)OB1OC(C)(C)C(C)(C)O1. Product: CC1(C)CCN(c2cccc(B3OC(C)(C)C(C)(C)O3)c2)C1. Reaction SMILES: [Br:1][c:2]1[cH:3][c:4]([N:8]2[CH2:9][C:10]([CH3:13])([CH3:14])[CH2:11][CH2:12]2)[cH:5][cH:6][cH:7]1.[C:15]([Li:16])([CH3:17])([CH3:18])[CH3:19].[CH2:33]1[O:34][CH2:35][CH2:36][CH2:37]1.[CH:20]([O:21][B:24]1[O:25][C:26]([CH3:31])([CH3:32])[C:27]([CH3:29])([CH3:30])[O:28]1)([CH3:22])[CH3:23]>>[c:2]1([B:24]2[O:25][C:26]([CH3:31])([CH3:32])[C:27]([CH3:29])([CH3:30])[O:28]2)[cH:3][c:4]([N:8]2[CH2:9][C:10]([CH3:13])([CH3:14])[CH2:11][CH2:12]2)[cH:5][cH:6][cH:7]1. Reactants: C(=O)([O-])[O-].[Na+].[Na+] (Na2CO3), IC1=CN=C2N1C=CC=C2C#N (3-iodoimidazo[1,2-a]pyridine-8-carbonitrile), C(C)(C)OC=1C=C(C=C(C1)B1OC(C(O1)(C)C)(C)C)NC(=O)NCC(F)(F)F (1-(3-isopropoxy-5-(4,4,5,5-tetramethyl-1,3,2-dioxaborolan-2-yl)phenyl)-3-(2,2,2-trifluoroethyl)urea), PdCl2 (dppf)-CH2Cl2Adduct, CCOC(=O)C (EtOAc). Solvent: O1CCOCC1 (Dioxane), [Cl-].[Na+].O (brine). Reaction conditions: temperature 110 celsius. The product is C(#N)C=1C=2N(C=CC1)C(=CN2)C=2C=C(C=C(C2)OC(C)C)NC(=O)NCC(F)(F)F (1-(3-(8-cyanoimidazo[1,2-a]pyridin-3-yl)-5-isopropoxyphenyl)-3-(2,2,2-trifluoroethyl)urea). Isolated yield 32.1%. RXN SMILES: I[C:2]1[N:6]2[CH:7]=[CH:8][CH:9]=[C:10]([C:11]#[N:12])[C:5]2=[N:4][CH:3]=1.[CH:13]([O:16][C:17]1[CH:18]=[C:19]([NH:32][C:33]([NH:35][CH2:36][C:37]([F:40])([F:39])[F:38])=[O:34])[CH:20]=[C:21](B2OC(C)(C)C(C)(C)O2)[CH:22]=1)([CH3:15])[CH3:14].C([O-])([O-])=O.[Na+].[Na+].CCOC(C)=O>O1CCOCC1.[Cl-].[Na+].O>[C:11]([C:10]1[C:5]2[N:6]([C:2]([C:21]3[CH:20]=[C:19]([NH:32][C:33]([NH:35][CH2:36][C:37]([F:38])([F:39])[F:40])=[O:34])[CH:18]=[C:17]([O:16][CH:13]([CH3:15])[CH3:14])[CH:22]=3)=[CH:3][N:4]=2)[CH:7]=[CH:8][CH:9]=1)#[N:12] |f:2.3.4,7.8.9|. Reported procedure: To a mixture of 3-iodoimidazo[1,2-a]pyridine-8-carbonitrile (100 mg, 373 μmol), 1-(3-isopropoxy-5-(4,4,5,5-tetramethyl-1,3,2-dioxaborolan-2-yl)phenyl)-3-(2,2,2-trifluoroethyl)urea (90 mg, 224 μmol), PdCl2 (dppf)-CH2Cl2Adduct (30.5 mg, 37.3 μmol) in Dioxane (3 ml), was added 2M Na2CO3 (0.559 ml, 1119 μmol). The vial was degassed for 5 minutes then capped and heated to 110° C. for 30 minutes in microwave. After cooling to ambient temperature reaction was partioned between EtOAc and brine, separate... Starting materials: C(#N)C(CCC1NCCCC1)(C1=CC=CC=C1)C1=CC=CC=C1 (2-(3-cyano-3,3-diphenylpropyl)piperidine), C1OC=2C=C(CCBr)C=CC2O1 (3,4-methylenedioxyphenethyl bromide), C([O-])([O-])=O.[K+].[K+] (potassium carbonate), [I-].[Na+] (sodium iodide). Run in C(C)#N (acetonitrile), C(C)(=O)OCC (ethyl acetate), O (water). Yields the product C(#N)C(CCC1N(CCCC1)CCC1=CC2=C(C=C1)OCO2)(C2=CC=CC=C2)C2=CC=CC=C2 (2-(3-Cyano-3,3-diphenylpropyl)-1-(3,4-methylenedioxyphenethyl)piperidine). Isolated yield 9.3%. Reaction SMILES: [C:1]([C:3]([C:18]1[CH:23]=[CH:22][CH:21]=[CH:20][CH:19]=1)([C:12]1[CH:17]=[CH:16][CH:15]=[CH:14][CH:13]=1)[CH2:4][CH2:5][CH:6]1[CH2:11][CH2:10][CH2:9][CH2:8][NH:7]1)#[N:2].[CH2:24]1[O:35][C:34]2[CH:33]=[CH:32][C:28]([CH2:29][CH2:30]Br)=[CH:27][C:26]=2[O:25]1.C(=O)([O-])[O-].[K+].[K+].[I-].[Na+]>C(#N)C.C(OCC)(=O)C.O>[C:1]([C:3]([C:18]1[CH:23]=[CH:22][CH:21]=[CH:20][CH:19]=1)([C:12]1[CH:13]=[CH:14][CH:15]=[CH:16][CH:17]=1)[CH2:4][CH2:5][CH:6]1[CH2:11][CH2:10][CH2:9][CH2:8][N:7]1[CH2:30][CH2:29][C:28]1[CH:32]=[CH:33][C:34]2[O:35][CH2:24][O:25][C:26]=2[CH:27]=1)#[N:2] |f:2.3.4,5.6|. Procedure: A mixture of 2-(3-cyano-3,3-diphenylpropyl)piperidine (217 mg, 0.74 mmol--see Preparation 18), 3,4-methylenedioxyphenethyl bromide (186 mg, 0.82 mmol--see Preparation 12), potassium carbonate (1.0 g) and sodium iodide (20 mg) in acetonitrile (10 ml) was heated under reflux for 48 hours, allowed to cool to room temperature and diluted with ethyl acetate and water. The organic layer was dried over sodium sulphate and evaporated. The residue was purified by chromatography on silica using dichlorome... Reactants: FC1=C(C#N)C=CC=C1 (2-fluorobenzonitrile), CN1CCNCC1 (1-methylpiperazine). Product: CN1CCN(CC1)C1=C(C#N)C=CC=C1 (2-(4-Methyl-1-piperazinyl)benzonitrile). As a reaction SMILES: F[C:2]1[CH:9]=[CH:8][CH:7]=[CH:6][C:3]=1[C:4]#[N:5].[CH3:10][N:11]1[CH2:16][CH2:15][NH:14][CH2:13][CH2:12]1>>[CH3:10][N:11]1[CH2:16][CH2:15][N:14]([C:2]2[CH:9]=[CH:8][CH:7]=[CH:6][C:3]=2[C:4]#[N:5])[CH2:13][CH2:12]1. Procedure: According to a similar manner to that in Reference Example 12, the title compound was synthesized from 2-fluorobenzonitrile and 1-methylpiperazine. Starting materials: O=C([O-])[O-], CC#N, OCCOCCCl, Cc1ccccc1-c1cc(N2CCNCC2)ncc1C(=O)N(C)Cc1cc(C(F)(F)F)cc(C(F)(F)F)c1, [K+], [K+], [Na+], [OH-]. Product: Cc1ccccc1-c1cc(N2CCN(CCOCCO)CC2)ncc1C(=O)N(C)Cc1cc(C(F)(F)F)cc(C(F)(F)F)c1. As a reaction SMILES: [C:46](=[O:47])([O-:48])[O-:49].[CH3:54][C:55]#[N:56].[Cl:39][CH2:40][CH2:41][O:42][CH2:43][CH2:44][OH:45].[F:1][C:2]([c:3]1[cH:4][c:5]([CH2:6][N:7]([C:8]([c:9]2[cH:10][n:11][c:12]([N:22]3[CH2:23][CH2:24][NH:25][CH2:26][CH2:27]3)[cH:13][c:14]2-[c:15]2[c:16]([CH3:21])[cH:17][cH:18][cH:19][cH:20]2)=[O:28])[CH3:29])[cH:30][c:31]([C:33]([F:34])([F:35])[F:36])[cH:32]1)([F:37])[F:38].[K+:50].[K+:51].[Na+:53].[OH-:52]>>[F:1][C:2]([c:3]1[cH:4][c:5]([CH2:6][N:7]([C:8]([c:9]2[cH:10][n:11][c:12]([N:22]3[CH2:23][CH2:24][N:25]([CH2:40][CH2:41][O:42][CH2:43][CH2:44][OH:45])[CH2:26][CH2:27]3)[cH:13][c:14]2-[c:15]2[c:16]([CH3:21])[cH:17][cH:18][cH:19][cH:20]2)=[O:28])[CH3:29])[cH:30][c:31]([C:33]([F:34])([F:35])[F:36])[cH:32]1)([F:37])[F:38]. The reactants are C(C)N1C=C(C(C2=CC=C(N=C12)N)=O)C(=O)O (1-ethyl-1,4-dihydro-4-oxo-7-amino-1,8-naphthyridine-3-carboxylic acid), COC1OC(CC1)OC (2,5-dimethoxytetrahydrofuran). Run in C(C)(=O)O (acetic acid). Conditions: time 8 hour. Product: C(C)N1C=C(C(C2=CC=C(N=C12)N1C=CC=C1)=O)C(=O)O (1-ethyl-1,4-dihydro-4-oxo-7-(1-pyrrolyl)-1,8-naphthyridine-3-carboxylic acid). As a reaction SMILES: [CH2:1]([N:3]1[C:12]2[C:7](=[CH:8][CH:9]=[C:10]([NH2:13])[N:11]=2)[C:6](=[O:14])[C:5]([C:15]([OH:17])=[O:16])=[CH:4]1)[CH3:2].CO[CH:20]1[CH2:24][CH2:23][CH:22](OC)O1>C(O)(=O)C>[CH2:1]([N:3]1[C:12]2[C:7](=[CH:8][CH:9]=[C:10]([N:13]3[CH:20]=[CH:24][CH:23]=[CH:22]3)[N:11]=2)[C:6](=[O:14])[C:5]([C:15]([OH:17])=[O:16])=[CH:4]1)[CH3:2]. Procedure: 4.6 Grams of 1-ethyl-1,4-dihydro-4-oxo-7-amino-1,8-naphthyridine-3-carboxylic acid (U.S. Pat. No. 3,149,104) and 2.7 grams of 2,5-dimethoxytetrahydrofuran are placed under reflux for 30 minutes in 70 ml of glacial acetic acid. The mixture is allowed to cool then left for 8 hours at 5° C., and a precipitate is obtained which, when filtered off and recrystallized in acetonitrile, gives 4.3 grams of needles, of melting point 230°-232° C. Starting materials: CC(=O)O, COC(=O)C1CCc2ccc(OC)cc2C1=O, ClC(Cl)Cl, [H][H], O=S(=O)(O)O. Product: COC(=O)C1CCc2ccc(OC)cc2C1. As a reaction SMILES: [C:25]([OH:26])(=[O:27])[CH3:28].[CH3:1][O:2][c:3]1[cH:4][cH:5][c:6]2[c:11]([cH:12]1)[C:10](=[O:13])[CH:9]([C:14](=[O:15])[O:16][CH3:17])[CH2:8][CH2:7]2.[CH:29]([Cl:30])([Cl:31])[Cl:32].[H:23][H:24].[S:18](=[O:19])(=[O:20])([OH:21])[OH:22]>>[CH3:1][O:2][c:3]1[cH:4][cH:5][c:6]2[c:11]([cH:12]1)[CH2:10][CH:9]([C:14](=[O:15])[O:16][CH3:17])[CH2:8][CH2:7]2. Starting materials: C(#C)C1=C(CCN)C=CC=C1 (2-ethynylphenethylamine), Cl.C1(=CC=CC=C1)C(CN(CC1=C(C(=CC=C1)C(F)(F)F)Cl)CCCOC=1CC(C=CC1)=CC(=O)O)CC(C)C (N-(2-Phenyl-4-methylpentyl)-N-(2-chloro-3-trifluoromethylbenzyl)-3-(3-carboxymethylenephenoxy)propylamine, hydrochloride). Yields the product C1(=CC=CC=C1)C(CN(CC1=C(C(=CC=C1)C(F)(F)F)Cl)CCCOC=1CC(C=CC1)=CC(=O)O)C#C (N-(2-Phenyl-3-butynyl)-N-(2-chloro-3-trifluoromethylbenzyl)-3-(3-carboxymethylenephenoxy)propylamine). Reaction SMILES: C(C1C=CC=CC=1CCN)#C.Cl.[C:13]1([CH:19]([CH2:48][CH:49](C)C)[CH2:20][N:21]([CH2:34][CH2:35][CH2:36][O:37][C:38]2[CH2:39][C:40](=[CH:44][C:45]([OH:47])=[O:46])[CH:41]=[CH:42][CH:43]=2)[CH2:22][C:23]2[CH:28]=[CH:27][CH:26]=[C:25]([C:29]([F:32])([F:31])[F:30])[C:24]=2[Cl:33])[CH:18]=[CH:17][CH:16]=[CH:15][CH:14]=1>>[C:13]1([CH:19]([C:48]#[CH:49])[CH2:20][N:21]([CH2:34][CH2:35][CH2:36][O:37][C:38]2[CH2:39][C:40](=[CH:44][C:45]([OH:47])=[O:46])[CH:41]=[CH:42][CH:43]=2)[CH2:22][C:23]2[CH:28]=[CH:27][CH:26]=[C:25]([C:29]([F:30])([F:32])[F:31])[C:24]=2[Cl:33])[CH:14]=[CH:15][CH:16]=[CH:17][CH:18]=1 |f:1.2|. Procedure: The titled compound was prepared from 2-ethynylphenethylamine (J. Med. Chem. (1988), 31(4), 704-6) in the same manner as the preparation of N-(2-Phenyl-4-methylpentyl)-N-(2-chloro-3-trifluoromethylbenzyl)-3-(3-carboxymethylenephenoxy)propylamine, hydrochloride, Example 189e-h. MS (ESI) 530 (MH+) Starting materials: [N-](S(=O)(=O)C(F)(F)C(F)(F)F)S(=O)(=O)C(F)(F)C(F)(F)F.[Li+] (lithium bis(pentafluoroethanesulfonyl)imide), [Cl-].COC[N+]1(CCCC1)C (N-Methoxymethyl-N-Methylpyrrolidinium Chloride), ClCCl (dichloromethane). Run in O (water). Conditions: time 30 minute. The product is [N-](S(=O)(=O)C(F)(F)C(F)(F)F)S(=O)(=O)C(F)(F)C(F)(F)F.COC[N+]1(CCCC1)C (N-Methoxymethyl-N-Methylpyrrolidinium bis(pentafluoroethanesulfonyl)imide). Reaction SMILES: [Cl-].[CH3:2][O:3][CH2:4][N+:5]1([CH3:10])[CH2:9][CH2:8][CH2:7][CH2:6]1.[N-:11]([S:22]([C:25]([C:28]([F:31])([F:30])[F:29])([F:27])[F:26])(=[O:24])=[O:23])[S:12]([C:15]([C:18]([F:21])([F:20])[F:19])([F:17])[F:16])(=[O:14])=[O:13].[Li+].ClCCl>O>[N-:11]([S:12]([C:15]([C:18]([F:21])([F:19])[F:20])([F:16])[F:17])(=[O:13])=[O:14])[S:22]([C:25]([C:28]([F:31])([F:30])[F:29])([F:27])[F:26])(=[O:24])=[O:23].[CH3:2][O:3][CH2:4][N+:5]1([CH3:10])[CH2:9][CH2:8][CH2:7][CH2:6]1 |f:0.1,2.3,6.7|. Procedure details: A 15.0 g quantity of N-methoxymethyl-N-methylpyrrolidinium chloride prepared in Example 10 was dissolved in 50 g of water, and 35.1 g of lithium bis(pentafluoroethanesulfonyl)imide was added to the solution. The mixture was stirred for 30 minutes, and dichloromethane was thereafter added to the mixture, followed by extraction. The organic layer was washed with 50 g of water ten times and then dried, giving 31.4 g of a colorless liquid as the desired product.